This data is from the Open Reaction Database (ORD), a public repository of structured organic reaction records. The task is: describe an organic reaction: reactants, conditions, products, and yield Yield: 72.5%. Reaction SMILES: [C:1]([C:4]([C:18](=[O:27])[C:19]1[CH:24]=[CH:23][C:22]([C:25]#[N:26])=[CH:21][CH:20]=1)(C(=O)C)[CH2:5][CH2:6][CH2:7][CH2:8][CH2:9][C:10]([O:12][CH2:13][CH3:14])=[O:11])(=[O:3])[CH3:2].C(OCC)(=O)C.O>FC(F)(F)C(O)=O>[C:25]([C:22]1[CH:21]=[CH:20][C:19]([C:18]([CH:4]([C:1](=[O:3])[CH3:2])[CH2:5][CH2:6][CH2:7][CH2:8][CH2:9][C:10]([O:12][CH2:13][CH3:14])=[O:11])=[O:27])=[CH:24][CH:23]=1)#[N:26]. Conditions: temperature 20 celsius, time 15 minute. Run in FC(C(=O)O)(F)F (trifluoroacetic acid). The product is C(#N)C1=CC=C(C(=O)C(CCCCCC(=O)OCC)C(C)=O)C=C1 (ethyl 7-(4-cyanobenzoyl)-8-oxononanoate). Reactants: C(C)(=O)OCC (ethyl acetate), C(C)(=O)C(CCCCCC(=O)OCC)(C(C)=O)C(C1=CC=C(C=C1)C#N)=O (Ethyl 7-acetyl-7-(4-cyanobenzoyl)-8-oxononanoate), O (water). Procedure: Ethyl 7-acetyl-7-(4-cyanobenzoyl)-8-oxononanoate (3.5 g) was dissolved in trifluoroacetic acid (12.6 ml) and the mixture was stirred at 20° C. for 15 minutes. The mixture was partitoned between ethyl acetate and water. The organic layer was separated, washed with water, aqueous sodium bicarbonate and brine, dried over MgSO4 (magnesium sulfate), and evaporated to give ethyl 7-(4-cyanobenzoyl)-8-oxononanoate (2.25 g) as an oil. Reactants: NN1C(NN=C1NC)=O (4-amino-5-methylamino-2,4-dihydro-3H-1,2,4-triazol-3-one), C1(=CC=C(C=C1)S(=O)(=O)O)C (p-toluenesulphonic acid), C(OCC)(OCC)OCC (triethyl orthoformate). Yields the product C(C)OC=NN1C(NN=C1NC)=O (4-ethoxymethyleneamino-5-methylamino-2,4-dihydro-3H-1,2,4-triazol-3-one). The yield is 54.0%. Reaction SMILES: [NH2:1][N:2]1[C:6]([NH:7][CH3:8])=[N:5][NH:4][C:3]1=[O:9].C1(C)C=CC(S(O)(=O)=O)=CC=1.[CH:21](OCC)(OCC)[O:22][CH2:23][CH3:24]>>[CH2:23]([O:22][CH:21]=[N:1][N:2]1[C:6]([NH:7][CH3:8])=[N:5][NH:4][C:3]1=[O:9])[CH3:24]. Reported procedure: 12.9 g (0.1 mol) of 4-amino-5-methylamino-2,4-dihydro-3H-1,2,4-triazol-3-one are refluxed for 4 hours with 100 ml of triethyl orthoformate and 100 mg of p-toluenesulphonic acid. The mixture is then concentrated and crystallized with diethyl ether. Recrystallization from ethanol gives 10.0 g (54% of theory) of 4-ethoxymethyleneamino-5-methylamino-2,4-dihydro-3H-1,2,4-triazol-3-one of melting point 169° C. The reactants are COC(=O)CN(CCN1CCOCC1)C(=O)OC(C)(C)C, ClCCl, O=C(O)C(F)(F)F. The product is COC(=O)CNCCN1CCOCC1. Reaction SMILES: [CH3:1][O:2][C:3]([CH2:4][N:5]([CH2:6][CH2:7][N:8]1[CH2:9][CH2:10][O:11][CH2:12][CH2:13]1)[C:14]([O:15][C:16]([CH3:17])([CH3:18])[CH3:19])=[O:20])=[O:21].[Cl:29][CH2:30][Cl:31].[F:22][C:23]([F:24])([F:25])[C:26]([OH:27])=[O:28]>>[CH3:1][O:2][C:3]([CH2:4][NH:5][CH2:6][CH2:7][N:8]1[CH2:9][CH2:10][O:11][CH2:12][CH2:13]1)=[O:21]. The reactants are C(C1=CC=CC=C1)N(CC1=CC=CC=C1)[C@H](C=O)CC ((S)-2-(N,N-Dibenzylamino)-butyraldehyde), BrCCCCCCCCCCCCCCCCC (1-bromoheptadecane). Product: C(C1=CC=CC=C1)N(CC1=CC=CC=C1)[C@@H](CC)[C@@H](CCCCCCCCCCCCCCCCC)O ((3S,4R)-3-(N,N-Dibenzylamino)-4-heneicosanol), oil. Isolated yield 54.0%. RXN SMILES: [CH2:1]([N:8]([C@@H:16]([CH2:19][CH3:20])[CH:17]=[O:18])[CH2:9][C:10]1[CH:15]=[CH:14][CH:13]=[CH:12][CH:11]=1)[C:2]1[CH:7]=[CH:6][CH:5]=[CH:4][CH:3]=1.Br[CH2:22][CH2:23][CH2:24][CH2:25][CH2:26][CH2:27][CH2:28][CH2:29][CH2:30][CH2:31][CH2:32][CH2:33][CH2:34][CH2:35][CH2:36][CH2:37][CH3:38]>>[CH2:9]([N:8]([C@H:16]([C@H:17]([OH:18])[CH2:38][CH2:37][CH2:36][CH2:35][CH2:34][CH2:33][CH2:32][CH2:31][CH2:30][CH2:29][CH2:28][CH2:27][CH2:26][CH2:25][CH2:24][CH2:23][CH3:22])[CH2:19][CH3:20])[CH2:1][C:2]1[CH:7]=[CH:6][CH:5]=[CH:4][CH:3]=1)[C:10]1[CH:15]=[CH:14][CH:13]=[CH:12][CH:11]=1. Procedure: According to the method of Example 26, from aldehyde 6 (610 mg, 2.28 mmol) and 1-bromoheptadecane (1.82 g, 5.70 mmol), alcohol 62 was obtained as a colorless oil (620 mg, 54% yield). The reactants are CCO, [H][H], O=C(OCc1ccccc1)N1CCC(N2CC(c3ccncc3)NC2=O)CC1. Yields the product O=C1NC(c2ccncc2)CN1C1CCNCC1. RXN SMILES: [CH3:31][CH2:32][OH:33].[H:29][H:30].[O:1]=[C:2]1[N:3]([CH:13]2[CH2:14][CH2:15][N:16]([C:19]([O:20][CH2:21][c:22]3[cH:23][cH:24][cH:25][cH:26][cH:27]3)=[O:28])[CH2:17][CH2:18]2)[CH2:4][CH:5]([c:7]2[cH:8][cH:9][n:10][cH:11][cH:12]2)[NH:6]1>>[O:1]=[C:2]1[N:3]([CH:13]2[CH2:14][CH2:15][NH:16][CH2:17][CH2:18]2)[CH2:4][CH:5]([c:7]2[cH:8][cH:9][n:10][cH:11][cH:12]2)[NH:6]1. Reactants: O=C([O-])[O-], CC#N, Cc1c(I)sc2c(N3CCOCC3)nc(Cl)nc12, OB(O)c1ccc(F)nc1, [Na+], [Na+], Cl[Pd]Cl, c1ccc(P(c2ccccc2)c2ccccc2)cc1, c1ccc(P(c2ccccc2)c2ccccc2)cc1. Yields the product Cc1c(-c2ccc(F)nc2)sc2c(N3CCOCC3)nc(Cl)nc12. RXN SMILES: [C:29](=[O:30])([O-:31])[O-:32].[CH3:76][C:77]#[N:78].[Cl:1][c:2]1[n:3][c:4]([N:13]2[CH2:14][CH2:15][O:16][CH2:17][CH2:18]2)[c:5]2[c:6]([n:7]1)[c:8]([CH3:12])[c:9]([I:11])[s:10]2.[F:19][c:20]1[n:21][cH:22][c:23]([B:26]([OH:27])[OH:28])[cH:24][cH:25]1.[Na+:33].[Na+:34].[Pd:35]([Cl:36])[Cl:37].[c:38]1([P:39]([c:40]2[cH:41][cH:42][cH:43][cH:44][cH:45]2)[c:46]2[cH:47][cH:48][cH:49][cH:50][cH:51]2)[cH:52][cH:53][cH:54][cH:55][cH:56]1.[c:57]1([P:58]([c:59]2[cH:60][cH:61][cH:62][cH:63][cH:64]2)[c:65]2[cH:66][cH:67][cH:68][cH:69][cH:70]2)[cH:71][cH:72][cH:73][cH:74][cH:75]1>>[Cl:1][c:2]1[n:3][c:4]([N:13]2[CH2:14][CH2:15][O:16][CH2:17][CH2:18]2)[c:5]2[c:6]([n:7]1)[c:8]([CH3:12])[c:9](-[c:23]1[cH:22][n:21][c:20]([F:19])[cH:25][cH:24]1)[s:10]2. Reactants: ice, Cl (HCl), Intermediate 41, C(C)(=O)Cl (Acetyl chloride), BrC=1C=C2[C@@H](C[C@@H](NC2=CC1)C)NC=O (((cis)-6-bromo-2-methyl-1,2,3,4-tetrahydro-4-quinolinyl)formamide). Run in C(Cl)Cl (DCM), N1=CC=CC=C1 (pyridine). Reaction conditions: temperature 0 celsius, time 2 hour. The product is C(C)(=O)N1[C@H](C[C@H](C2=CC(=CC=C12)Br)NC=O)C ([(cis)-1-acetyl-6-bromo-2-methyl-1,2,3,4-tetrahydro-4-quinolinyl]formamide), solid. The yield is 100.0%. Reaction SMILES: [C:1](Cl)(=[O:3])[CH3:2].[Br:5][C:6]1[CH:7]=[C:8]2[C:13](=[CH:14][CH:15]=1)[NH:12][C@@H:11]([CH3:16])[CH2:10][C@H:9]2[NH:17][CH:18]=[O:19].Cl>C(Cl)Cl.N1C=CC=CC=1>[C:1]([N:12]1[C:13]2[C:8](=[CH:7][C:6]([Br:5])=[CH:15][CH:14]=2)[C@H:9]([NH:17][CH:18]=[O:19])[CH2:10][C@@H:11]1[CH3:16])(=[O:3])[CH3:2]. Procedure details: Acetyl chloride (21 mL, 0.29 mol) was added dropwise at 0° C. to a solution of ((cis)-6-bromo-2-methyl-1,2,3,4-tetrahydro-4-quinolinyl)formamide (for a preparation see Intermediate 41) (71 g, 0.26 mol) in a mixture of DCM (1 L) and pyridine (350 mL). After stirring 2 hours at 0° C. the mixture was poured into a mixture of crushed ice (2 kg) and concentrated HCl (450 mL). The product was extracted with DCM (1 L) washed with brine and dried over Na2SO4. Concentration under vacuo afforded the expec... Reactants: C1(=CC=CC=C1)C (toluene), CC(C1=CC=CC=C1)(C)N (α,α-dimethylbenzylamine), CC(C(=O)Cl)C(C)(C)C (α-methyl-tert-butylacetyl chloride). Solvent: N1=CC=CC=C1 (pyridine). Reaction conditions: time 3 hour. Product: CC(C1=CC=CC=C1)(C)NC(C(C)C(C)(C)C)=O (N-(α,α-dimethylbenzyl)-α-methyl-tert-butylacetamide). Yield: 83.8%. RXN SMILES: C1(C)C=CC=CC=1.[CH3:8][C:9]([NH2:17])([CH3:16])[C:10]1[CH:15]=[CH:14][CH:13]=[CH:12][CH:11]=1.[CH3:18][CH:19]([C:23]([CH3:26])([CH3:25])[CH3:24])[C:20](Cl)=[O:21]>N1C=CC=CC=1>[CH3:8][C:9]([NH:17][C:20](=[O:21])[CH:19]([C:23]([CH3:26])([CH3:25])[CH3:24])[CH3:18])([CH3:16])[C:10]1[CH:15]=[CH:14][CH:13]=[CH:12][CH:11]=1. Procedure details: Into a 200 ml four-necked flask, there were charged toluene (100 ml), α,α-dimethylbenzylamine (9 g) and pyridine (5.8 g), and α-methyl-tert-butylacetyl chloride (9.9 g) was dropwise added thereto while stirring at room temperature. Stirring was continuted for 3 hours. The reaction mixture was washed with water to remove pyridine hydrochloride. After the toluene layer was dried over anhydrous sodium sulfate, the solvent was distilled off under reduced pressure. The obtained residue was recrystall... Starting materials: solid, BrC1=CC(=CC=2C(=C3N(C12)CCNC3=O)C)F (6-bromo-8-fluoro-10-methyl-3,4-dihydro-2H-pyrazino[1,2-a]indol-1-one), BrC1=CC(=CC=2C(=C3N(C12)CCNC3=O)C)F (6-bromo-8-fluoro-10-methyl-3,4-dihydro-2H-pyrazino[1,2-a]indol-1-one), FC1=C(C=CC(=C1)F)B(O)O (2,4-difluoro-phenylboronic acid). Product: FC1=C(C=CC(=C1)F)C1=CC(=CC=2C(=C3N(C12)CCNC3=O)C)F (6-(2,4-Difluoro-phenyl)-8-fluoro-10-methyl-3,4-dihydro-2H-pyrazino[1,2-a]indol-1-one). As a reaction SMILES: Br[C:2]1[C:10]2[N:9]3[CH2:11][CH2:12][NH:13][C:14](=[O:15])[C:8]3=[C:7]([CH3:16])[C:6]=2[CH:5]=[C:4]([F:17])[CH:3]=1.[F:18][C:19]1[CH:24]=[C:23]([F:25])[CH:22]=[CH:21][C:20]=1B(O)O>>[F:18][C:19]1[CH:24]=[C:23]([F:25])[CH:22]=[CH:21][C:20]=1[C:2]1[C:10]2[N:9]3[CH2:11][CH2:12][NH:13][C:14](=[O:15])[C:8]3=[C:7]([CH3:16])[C:6]=2[CH:5]=[C:4]([F:17])[CH:3]=1. Procedure: The title compound, white solid (32 mg, 39%), MS (ISP) m/z=331.4 [(M+H)+], mp 204° C., was prepared in accordance with the general method of example 1 from 6-bromo-8-fluoro-10-methyl-3,4-dihydro-2H-pyrazino[1,2-a]indol-1-one (intermediate 14) (74.3 mg, 0.25 mmol) and commercially available 2,4-difluoro-phenylboronic acid (51.3 mg, 0.325 mmol).